From a dataset of the Open Reaction Database (ORD), a public repository of structured organic reaction records. describe an organic reaction: reactants, conditions, products, and yield The reactants are COC(=O)CBr, C1CCOC1, Clc1ccc(-c2ccc3[nH]ccc3c2)cc1, CN(C)C=O. Product: COC(=O)Cn1ccc2cc(-c3ccc(Cl)cc3)ccc21. RXN SMILES: [Br:17][CH2:18][C:19](=[O:20])[O:21][CH3:22].[CH2:28]1[O:29][CH2:30][CH2:31][CH2:32]1.[Cl:1][c:2]1[cH:3][cH:4][c:5](-[c:8]2[cH:9][c:10]3[cH:11][cH:12][nH:13][c:14]3[cH:15][cH:16]2)[cH:6][cH:7]1.[O:23]=[CH:24][N:25]([CH3:26])[CH3:27]>>[Cl:1][c:2]1[cH:3][cH:4][c:5](-[c:8]2[cH:9][c:10]3[cH:11][cH:12][n:13]([CH2:18][C:19](=[O:20])[O:21][CH3:22])[c:14]3[cH:15][cH:16]2)[cH:6][cH:7]1. Reactants: CCc1ccc(Br)cc1, CC(C)(C)[O-], Cc1ccccc1, Cl, Nc1c(F)c(F)cc(F)c1F, [Na+], O. The product is CCc1ccc(Nc2c(F)c(F)cc(F)c2F)cc1. As a reaction SMILES: [CH2:12]([CH3:13])[c:14]1[cH:15][cH:16][c:17]([Br:20])[cH:18][cH:19]1.[CH3:21][C:22]([CH3:23])([O-:24])[CH3:25].[CH3:29][c:30]1[cH:31][cH:32][cH:33][cH:34][cH:35]1.[ClH:27].[F:1][c:2]1[c:3]([NH2:4])[c:5]([F:11])[c:6]([F:10])[cH:7][c:8]1[F:9].[Na+:26].[OH2:28]>>[F:1][c:2]1[c:3]([NH:4][c:17]2[cH:16][cH:15][c:14]([CH2:12][CH3:13])[cH:19][cH:18]2)[c:5]([F:11])[c:6]([F:10])[cH:7][c:8]1[F:9]. The reactants are BrCc1ccccc1, O=C([O-])[O-], CCn1ncc(-c2ccc3c(c2C)C(OC)CC(=C=O)S3(=O)=O)c1O, CC(C)=O, [K+], [K+], O. Product: CCn1ncc(-c2ccc3c(c2C)C(OC)CC(=C=O)S3(=O)=O)c1OCc1ccccc1. As a reaction SMILES: [Br:26][CH2:27][c:28]1[cH:29][cH:30][cH:31][cH:32][cH:33]1.[C:34](=[O:35])([O-:36])[O-:37].[CH3:1][O:2][CH:3]1[CH2:4][C:5](=[C:24]=[O:25])[S:6](=[O:22])(=[O:23])[c:7]2[cH:8][cH:9][c:10](-[c:14]3[cH:15][n:16][n:17]([CH2:20][CH3:21])[c:18]3[OH:19])[c:11]([CH3:13])[c:12]21.[CH3:41][C:42](=[O:43])[CH3:44].[K+:38].[K+:39].[OH2:40]>>[CH3:1][O:2][CH:3]1[CH2:4][C:5](=[C:24]=[O:25])[S:6](=[O:22])(=[O:23])[c:7]2[cH:8][cH:9][c:10](-[c:14]3[cH:15][n:16][n:17]([CH2:20][CH3:21])[c:18]3[O:19][CH2:27][c:28]3[cH:29][cH:30][cH:31][cH:32][cH:33]3)[c:11]([CH3:13])[c:12]21. The solvent is O1CCOCC1 (dioxane). Product: COCC1=C(C=CC(=C1)C1=NC(=NO1)C1=C(C=C(CN(CC(=O)O)C)C=C1)Cl)C1=C(C=CC=C1)C (2-((4-(5-(2-(methoxymethyl)-2′-methylbiphenyl-4-yl)-1,2,4-oxadiazol-3-yl)-3-chlorobenzyl)(methyl)amino)acetic acid). Reaction SMILES: Cl[C:2]1[CH:18]=[C:17]([C:19]2[N:23]=[C:22]([C:24]3[CH:29]=[CH:28][C:27]([C:30]4[CH:35]=[CH:34][CH:33]=[CH:32][C:31]=4[CH3:36])=[C:26]([CH2:37][O:38][CH3:39])[CH:25]=3)[O:21][N:20]=2)[CH:16]=[CH:15][C:3]=1[CH2:4][N:5]([CH3:14])[CH2:6][C:7]([O:9]C(C)(C)C)=[O:8].[ClH:40]>O1CCOCC1>[CH3:39][O:38][CH2:37][C:26]1[CH:25]=[C:24]([C:22]2[O:21][N:20]=[C:19]([C:17]3[CH:16]=[CH:15][C:3]([CH2:4][N:5]([CH3:14])[CH2:6][C:7]([OH:9])=[O:8])=[CH:2][C:18]=3[Cl:40])[N:23]=2)[CH:29]=[CH:28][C:27]=1[C:30]1[CH:35]=[CH:34][CH:33]=[CH:32][C:31]=1[CH3:36]. Reaction conditions: temperature 80 celsius, time 2 hour. Reactants: ClC1=C(CN(CC(=O)OC(C)(C)C)C)C=CC(=C1)C1=NOC(=N1)C1=CC(=C(C=C1)C1=C(C=CC=C1)C)COC (tert-butyl 2-((2-chloro-4-(5-(2-(methoxymethyl)-2′-methylbiphenyl-4-yl)-1,2,4-oxadiazol-3-yl)benzyl)(methyl)amino)acetate), solution, Cl (HCl). Reported procedure: To tert-butyl 2-((2-chloro-4-(5-(2-(methoxymethyl)-2′-methylbiphenyl-4-yl)-1,2,4-oxadiazol-3-yl)benzyl)(methyl)amino)acetate (0.192 g, 0.35 mmol) was added a 4N solution of HCl in dioxane (2 mL) and the reaction mixture stirred at 80° C. for 2 hours. The reaction mixture was allowed to cool and the solvent evaporated in vacuo. The residue was purified by SCX-2 chromatography eluting with methanol followed by DCM and ammoniacal MeOH (7M) to afford the title compound as a colorless gum. 1H NMR (CD... Product: CNC(=O)Nc1ccc2c(c1)C(CC(=O)O)c1c-2[nH]c(=O)c2nccn12. Starting materials: CNC(=O)Nc1ccc2c(c1)C(CC(=O)OC)c1c-2[nH]c(=O)c2nccn12, Cl, [Na+], [OH-]. Reaction SMILES: [CH3:1][NH:2][C:3]([NH:4][c:5]1[cH:6][c:7]2[c:19]([cH:20][cH:21]1)-[c:10]1[c:9]([n:14]3[c:13]([c:12](=[O:18])[nH:11]1)[n:17][cH:16][cH:15]3)[CH:8]2[CH2:22][C:23](=[O:24])[O:25][CH3:26])=[O:27].[ClH:30].[Na+:29].[OH-:28]>>[CH3:1][NH:2][C:3]([NH:4][c:5]1[cH:6][c:7]2[c:19]([cH:20][cH:21]1)-[c:10]1[c:9]([n:14]3[c:13]([c:12](=[O:18])[nH:11]1)[n:17][cH:16][cH:15]3)[CH:8]2[CH2:22][C:23](=[O:24])[OH:25])=[O:27]. RXN SMILES: [CH2:1]([CH:3]1[O:5][CH2:4]1)Br.[CH3:6][O:7][C:8]1[CH:16]=[CH:15][CH:14]=[C:13]2[C:9]=1[CH:10]=[CH:11][NH:12]2.[H-].[Na+].O>CN(C=O)C>[CH2:1]([N:12]1[C:13]2[C:9](=[C:8]([O:7][CH3:6])[CH:16]=[CH:15][CH:14]=2)[CH:10]=[CH:11]1)[CH:3]1[O:5][CH2:4]1 |f:2.3|. Reported procedure: Epibromohydrin (0.64 ml, 7.5 mmole) was added to a stirred solution of 4-methoxyindole (1.0 g, 6.8 mmole) and sodium hydride (0.3 g, 7.8 mmole) in anhydrous DMF (20 ml), and the mixture was heated at 60° C. under nitrogen for two hours. Water (100 ml) was added and the product extracted into CH2Cl2 (3×25 ml). The combined organics were washed with water (25 ml), brine (25 ml) and dried over anhydrous sodium sulfate. Filtration and concentration in vacuo gave the crude product as a yellow colored... Run in CN(C)C=O (DMF). Reactants: O (Water), C(Br)C1CO1 (Epibromohydrin), COC1=C2C=CNC2=CC=C1 (4-methoxyindole), [H-].[Na+] (sodium hydride). Run at temperature 60 celsius. Isolated yield 92.0%. Product: C(C1CO1)N1C=CC2=C(C=CC=C12)OC (1-N-Glycidyl-4-methoxy-indole), oil.